This data is from the Open Reaction Database (ORD), a public repository of structured organic reaction records. The task is: describe an organic reaction: reactants, conditions, products, and yield The reactants are C([O-])([O-])=O.[K+].[K+] (Potassium carbonate), Cl.C1(CC1)C(N)=N (cyclopropanecarboximidamide hydrochloride), BrC=1C(CCC1OC)=O (2-bromo-3-(methyloxy)-2-cyclopenten-1-one), C([O-])([O-])=O.[K+].[K+] (potassium carbonate). Solvent: CN(C=O)C (N,N-dimethylformamide). Run at temperature 100 celsius. The product is C1(CC1)C1=NC2=C(N1)CCC2=O (2-cyclopropyl-5,6-dihydrocyclopenta[d]imidazol-4(1H)-one). Isolated yield 32.0%. RXN SMILES: Cl.[CH:2]1([C:5](=[NH:7])[NH2:6])[CH2:4][CH2:3]1.Br[C:9]1[C:10](=O)[CH2:11][CH2:12][C:13]=1[O:14]C.C(=O)([O-])[O-].[K+].[K+]>CN(C)C=O>[CH:2]1([C:5]2[NH:6][C:10]3[CH2:11][CH2:12][C:13](=[O:14])[C:9]=3[N:7]=2)[CH2:4][CH2:3]1 |f:0.1,3.4.5|. Procedure: A mixture of cyclopropanecarboximidamide hydrochloride (0.757 g), 2-bromo-3-(methyloxy)-2-cyclopenten-1-one (1 g) and potassium carbonate (2.171 g) in N,N-dimethylformamide (15 mL) were heated at 100° C. for 3 h. Potassium carbonate (1 g) was added and the mixture heated at 110° C. for further 16 h. The reaction mixture was cooled down to room temperature and partitioned between dichloromethane (60 mL) and sat. aq. NH4Cl (60 mL). The 2 phases were separated, the aqueous was extracted with DCM (2... Starting materials: FC(S(=O)(=O)OC=1C=CC2=C(CC3=C(C(C2)CC(=O)OCC)C=CC=C3)C1)(F)F (ethyl (±)-10,11-dihydro-3-(trifluoromethanesulfonyloxy)-5H-dibenzo[a,d]cycloheptene-10-acetate), O1C(CCCC1)OCCC#C[Sn](CCCC)(CCCC)CCCC (4-(2-tetrahydropyranyloxy)-1-tributylstannyl-1-butyne), [Li+].[Cl-] (LiCl). Reagents/catalysts: Cl[Pd]([P](C1=CC=CC=C1)(C2=CC=CC=C2)C3=CC=CC=C3)([P](C4=CC=CC=C4)(C5=CC=CC=C5)C6=CC=CC=C6)Cl (bis(triphenylphosphine)palladium dichloride). Run in O1CCOCC1 (dioxane). Reaction conditions: time 1.5 hour. The product is O1C(CCCC1)OCCC#CC=1C=CC2=C(CC3=C(C(C2)CC(=O)OCC)C=CC=C3)C1 (Ethyl (±)-10,11-dihydro-3-[4-(2-tetrahydropyranyloxy)-1-butyn-1-yl]-5H-dibenzo[a,d]cycloheptene-10-acetate). The yield is 82.7%. RXN SMILES: FC(F)(F)S(O[C:7]1[CH:8]=[CH:9][C:10]2[CH2:16][CH:15]([CH2:17][C:18]([O:20][CH2:21][CH3:22])=[O:19])[C:14]3[CH:23]=[CH:24][CH:25]=[CH:26][C:13]=3[CH2:12][C:11]=2[CH:27]=1)(=O)=O.[O:30]1[CH2:35][CH2:34][CH2:33][CH2:32][CH:31]1[O:36][CH2:37][CH2:38][C:39]#[C:40][Sn](CCCC)(CCCC)CCCC.[Li+].[Cl-]>Cl[Pd](Cl)([P](C1C=CC=CC=1)(C1C=CC=CC=1)C1C=CC=CC=1)[P](C1C=CC=CC=1)(C1C=CC=CC=1)C1C=CC=CC=1.O1CCOCC1>[O:30]1[CH2:35][CH2:34][CH2:33][CH2:32][CH:31]1[O:36][CH2:37][CH2:38][C:39]#[C:40][C:7]1[CH:8]=[CH:9][C:10]2[CH2:16][CH:15]([CH2:17][C:18]([O:20][CH2:21][CH3:22])=[O:19])[C:14]3[CH:23]=[CH:24][CH:25]=[CH:26][C:13]=3[CH2:12][C:11]=2[CH:27]=1 |f:2.3,^1:58,77|. Procedure details: A mixture of ethyl (±)-10,11-dihydro-3-(trifluoromethanesulfonyloxy)-5H-dibenzo[a,d]cycloheptene-10-acetate (1.34 g, 3.13 mmole), 4-(2-tetrahydropyranyloxy)-1-tributylstannyl-1-butyne (1.66 g, 3.76 mmole), LiCl (398 mg, 9.39 mmole), bis(triphenylphosphine)palladium dichloride (110 mg, 0.094 mmole), and anhydrous dioxane (31 mL) was heated at reflux under argon. After 1.5 hr, the reaction was concentrated to remove most of the dioxane, and the residue was taken up in Et2O (100 mL). 10% KF (50 mL)... Reactants: C1(CCC1)N1CCN(CC1)C=1C(=CC2=C(C(C=3NC4=CC(=CC=C4C3C2=O)C#N)(C)C)C1)C1CC1 (8-(4-Cyclobutyl-piperazin-1-yl)-9-cyclopropyl-6,6-dimethyl-11-oxo-6,11-dihydro-5H-benzo[b]carbazole-3-carbonitrile), Cl (hydrochloric acid). The solvent is CS(=O)C (DMSO). The product is Cl.C1(CCC1)N1CCN(CC1)C=1C(=CC2=C(C(C=3NC4=CC(=CC=C4C3C2=O)C#N)(C)C)C1)C1CC1 (8-(4-cyclobutyl-piperazin-1-yl)-9-cyclopropyl-6,6-dimethyl-11-oxo-6,11-dihydro-5H-benzo[b]carbazole-3-carbonitrile monohydrochloride salt). RXN SMILES: [CH:1]1([N:5]2[CH2:10][CH2:9][N:8]([C:11]3[C:12]([CH:33]4[CH2:35][CH2:34]4)=[CH:13][C:14]4[C:26](=[O:27])[C:25]5[C:24]6[C:19](=[CH:20][C:21]([C:28]#[N:29])=[CH:22][CH:23]=6)[NH:18][C:17]=5[C:16]([CH3:31])([CH3:30])[C:15]=4[CH:32]=3)[CH2:7][CH2:6]2)[CH2:4][CH2:3][CH2:2]1.[ClH:36]>CS(C)=O>[ClH:36].[CH:1]1([N:5]2[CH2:10][CH2:9][N:8]([C:11]3[C:12]([CH:33]4[CH2:35][CH2:34]4)=[CH:13][C:14]4[C:26](=[O:27])[C:25]5[C:24]6[C:19](=[CH:20][C:21]([C:28]#[N:29])=[CH:22][CH:23]=6)[NH:18][C:17]=5[C:16]([CH3:31])([CH3:30])[C:15]=4[CH:32]=3)[CH2:7][CH2:6]2)[CH2:2][CH2:3][CH2:4]1 |f:3.4|. Reported procedure: 8-(4-Cyclobutyl-piperazin-1-yl)-9-cyclopropyl-6,6-dimethyl-11-oxo-6,11-dihydro-5H-benzo[b]carbazole-3-carbonitrile was added with 1.05 eq. of 6 N hydrochloric acid and DMSO and dissolved therein. After freeze-drying, the mixture was crystallized from ethanol containing 25% water to give 8-(4-cyclobutyl-piperazin-1-yl)-9-cyclopropyl-6,6-dimethyl-11-oxo-6,11-dihydro-5H-benzo[b]carbazole-3-carbonitrile monohydrochloride salt. Reactants: C(C1=CC=CC=C1)(=O)N1C[C@@H](CC1)NC ((R)-(1-benzoyl-pyrrolidin-3-yl)-methyl-amine), C1(=CC=CC=C1)N(C1=CC=CC=C1)CC(=O)O (diphenylaminoacetic acid), C(CCl)Cl (EDC). Reagents/catalysts: CN(C)C=1C=CN=CC1 (DMAP). Run in C(Cl)Cl (CH2Cl2). Conditions: time 8 hour. The product is C(C1=CC=CC=C1)N1C[C@@H](CC1)N(C(CN(C1=CC=CC=C1)C1=CC=CC=C1)=O)C ((R)-N-(1-Benzyl-pyrrolidin-3-yl)-2-diphenylamino-N-methyl-acetamide). The yield is 101.3%. As a reaction SMILES: [C:1]([N:9]1[CH2:13][CH2:12][C@@H:11]([NH:14][CH3:15])[CH2:10]1)(=O)[C:2]1[CH:7]=[CH:6][CH:5]=[CH:4][CH:3]=1.[C:16]1([N:22]([CH2:29][C:30](O)=[O:31])[C:23]2[CH:28]=[CH:27][CH:26]=[CH:25][CH:24]=2)[CH:21]=[CH:20][CH:19]=[CH:18][CH:17]=1.C(Cl)CCl>C(Cl)Cl.CN(C1C=CN=CC=1)C>[CH2:1]([N:9]1[CH2:13][CH2:12][C@@H:11]([N:14]([CH3:15])[C:30](=[O:31])[CH2:29][N:22]([C:16]2[CH:21]=[CH:20][CH:19]=[CH:18][CH:17]=2)[C:23]2[CH:28]=[CH:27][CH:26]=[CH:25][CH:24]=2)[CH2:10]1)[C:2]1[CH:7]=[CH:6][CH:5]=[CH:4][CH:3]=1. Procedure details: To a solution of (R)-(1-benzoyl-pyrrolidin-3-yl)-methyl-amine(0.32 g, 1.68 mmol) in dry CH2Cl2 (20 ml) was added diphenylaminoacetic acid (0.38 g, 1.68 mmol) under nitrogen. To the reaction was added EDC (0.65 g, 3.36 mmol) and DMAP (cat) and the reaction mixture stirred under nitrogen at room temperature overnight. The reaction was then concentrated under reduced pressure. The residue was dissolved in ethyl acetate: water (10:1) (100 ml). The organic was washed with water (25 ml, 2×) and 10% Na... Reactants: O1CCCC1 (tetrahydrofuran), [F-].C(CCC)[N+](CCCC)(CCCC)CCCC (tetrabutylammonium fluoride), O1CCCC1 (tetrahydrofuran), [Si](C)(C)(C(C)(C)C)OC1=CC=C(C=C1)C1C(CSC2=CC(=CC=C12)OCOC)(C)C1=CC=C(C=C1)OCOC ((3RS,4RS)-4-(4-t-butyldimethylsilyloxyphenyl)-7-methoxymethyloxy-3-[4-(methoxymethyloxy)phenyl]-3-methylthiochroman). Solvent: O (water). Run at time 2 hour. Yields the product OC1=CC=C(C=C1)C1C(CSC2=CC(=CC=C12)OCOC)(C)C1=CC=C(C=C1)OCOC ((3RS,4RS)-4(4-hydroxyphenyl)-7-methoxymethyloxy-3-[4-(methoxymethyloxy)phenyl]-3-methylthiochroman). The yield is 99.8%. RXN SMILES: O1CCCC1.[F-].C([N+](CCCC)(CCCC)CCCC)CCC.[Si]([O:31][C:32]1[CH:37]=[CH:36][C:35]([CH:38]2[C:47]3[C:42](=[CH:43][C:44]([O:48][CH2:49][O:50][CH3:51])=[CH:45][CH:46]=3)[S:41][CH2:40][C:39]2([C:53]2[CH:58]=[CH:57][C:56]([O:59][CH2:60][O:61][CH3:62])=[CH:55][CH:54]=2)[CH3:52])=[CH:34][CH:33]=1)(C(C)(C)C)(C)C>O>[OH:31][C:32]1[CH:37]=[CH:36][C:35]([CH:38]2[C:47]3[C:42](=[CH:43][C:44]([O:48][CH2:49][O:50][CH3:51])=[CH:45][CH:46]=3)[S:41][CH2:40][C:39]2([C:53]2[CH:54]=[CH:55][C:56]([O:59][CH2:60][O:61][CH3:62])=[CH:57][CH:58]=2)[CH3:52])=[CH:34][CH:33]=1 |f:1.2|. Procedure details: Under argon atmosphere, tetrahydrofuran solution of tetrabutylammonium fluoride (1.0M, 2.27 ml, 2.27 mmol) was added dropwise to tetrahydrofuran solution (35 ml) of (3RS,4RS)-4-(4-t-butyldimethylsilyloxyphenyl)-7-methoxymethyloxy-3-[4-(methoxymethyloxy)phenyl]-3-methylthiochroman (856 mg, 1.51 mmol) at 0° C. and the resulting mixture was stirred for 2 hours. After adding water, the reaction solution was extracted with ethyl acetate. The organic layer was washed with saturated saline, dried over ...